This data is from the Open Reaction Database (ORD), a public repository of structured organic reaction records. The task is: describe an organic reaction: reactants, conditions, products, and yield Starting materials: Cc1nc(I)c2n1CCN(C(=O)OC(C)(C)C)C2CCc1ccc(C(F)(F)F)c(F)c1, C1CCOC1, [Li]CCCC, [Cl-], [NH4+], O, Cc1ccc(S(=O)(=O)C#N)cc1. The product is Cc1nc(C#N)c2n1CCN(C(=O)OC(C)(C)C)C2CCc1ccc(C(F)(F)F)c(F)c1. RXN SMILES: [C:1]([CH3:2])([CH3:3])([CH3:4])[O:5][C:6](=[O:7])[N:8]1[CH:9]([CH2:19][CH2:20][c:21]2[cH:22][c:23]([F:31])[c:24]([C:27]([F:28])([F:29])[F:30])[cH:25][cH:26]2)[c:10]2[n:11]([c:14]([CH3:18])[n:15][c:16]2[I:17])[CH2:12][CH2:13]1.[CH2:51]1[O:52][CH2:53][CH2:54][CH2:55]1.[CH3:32][CH2:33][CH2:34][CH2:35][Li:36].[Cl-:49].[NH4+:50].[OH2:56].[c:37]1([CH3:38])[cH:39][cH:40][c:41]([S:42](=[O:43])(=[O:44])[C:46]#[N:47])[cH:45][cH:48]1>>[C:1]([CH3:2])([CH3:3])([CH3:4])[O:5][C:6](=[O:7])[N:8]1[CH:9]([CH2:19][CH2:20][c:21]2[cH:22][c:23]([F:31])[c:24]([C:27]([F:28])([F:29])[F:30])[cH:25][cH:26]2)[c:10]2[n:11]([c:14]([CH3:18])[n:15][c:16]2[C:46]#[N:47])[CH2:12][CH2:13]1.